Dataset: the Open Reaction Database (ORD), a public repository of structured organic reaction records. Task: describe an organic reaction: reactants, conditions, products, and yield The reactants are CO[C@@H]([C@H](C=O)C)[C@H]([C@H](\C=C\C=C)OC)C ((E)-(2R,3R,4S,5S)-3,5-Dimethoxy-2,4-dimethyl-nona-6,8-dienal), CC(C)=CC (2-methyl-2-butene), Cl(=O)[O-].[Na+] (sodium chlorite), P(=O)(O)(O)[O-].[Na+] (sodium dihydrogenphosphate), Cl (hydrochloric acid). The solvent is [Cl-].[Na+].O (brine), C(C)(C)(C)O (tert-butanol), O (water). Reaction conditions: time 1.5 hour. Product: CO[C@@H]([C@H](C(=O)O)C)[C@H]([C@H](\C=C\C=C)OC)C ((E)-(2R,3R,4S,5S)-3,5-Dimethoxy-2,4-dimethyl-nona-6,8-dienoic acid). Isolated yield 79.4%. RXN SMILES: [CH3:1][O:2][C@H:3]([C@@H:8]([CH3:16])[C@@H:9]([O:14][CH3:15])/[CH:10]=[CH:11]/[CH:12]=[CH2:13])[C@@H:4]([CH3:7])[CH:5]=[O:6].CC(=CC)C.Cl([O-])=[O:23].[Na+].P([O-])(O)(O)=O.[Na+].Cl>C(O)(C)(C)C.O.[Cl-].[Na+].O>[CH3:1][O:2][C@H:3]([C@@H:8]([CH3:16])[C@@H:9]([O:14][CH3:15])/[CH:10]=[CH:11]/[CH:12]=[CH2:13])[C@@H:4]([CH3:7])[C:5]([OH:23])=[O:6] |f:2.3,4.5,9.10.11|. Procedure: To (E)-(2R,3R,4S,5S)-3,5-Dimethoxy-2,4-dimethyl-nona-6,8-dienal (1.2 g, 5.3 mmol) in tert-butanol (24 ml) and 2-methyl-2-butene (5.6 ml, 53.1 mmol) at room temperature, was added a solution of sodium chlorite (2.4 g, 26.5 mmol) and sodium dihydrogenphosphate (1.5 g, 10.6 mmol) in water (5 ml). The reaction was stirred vigorously for 1.5 hours, after which brine (10 ml) was added and the reaction acidified to pH5 with 2M hydrochloric acid. The reaction was extracted with dichloromethane (3×), the... Reactants: CNC (dimethylamine), Cl (hydrochloric acid), C(C)(=O)OC=1C(C(=O)Cl)=CC=CC1 (acetylsalicyloyl chloride), [OH-].[Na+] (sodium hydroxide). The solvent is C1CCOC1 (THF), O (water). Run at time 3 hour. Product: OC1=C(C(=O)N(C)C)C=CC=C1 (2-hydroxy-N,N-dimethylbenzamide). The yield is 85.5%. As a reaction SMILES: C([O:4][C:5]1[C:6](=[CH:10][CH:11]=[CH:12][CH:13]=1)[C:7](Cl)=[O:8])(=O)C.[CH3:14][NH:15][CH3:16].[OH-].[Na+].Cl>C1COCC1.O>[OH:4][C:5]1[CH:13]=[CH:12][CH:11]=[CH:10][C:6]=1[C:7]([N:15]([CH3:16])[CH3:14])=[O:8] |f:2.3|. Reported procedure: A mixture of acetylsalicyloyl chloride (3.4 g, 17 mmol) in 120 mL of THF was added dropwise to 30 mL of 40% aqueous dimethylamine (66 mmol). The mixture was stirred at room temperature for 3 hours and then sodium hydroxide (4 g, 0.1 mmol) was added. The mixture was stirred at room temperature for approximately 60 hours and then poured into 20 mL of water, acidified with 1N hydrochloric acid and extracted with ethyl acetate. The extract was dried (Na2SO4) and concentrated. The residue was purifie... Starting materials: ClC1=C(C=CC=C1C=1N=C(SC1C1=NC(=NC=C1)Cl)C1CCOCC1)NS(=O)(=O)C1=C(C=CC=C1F)F (N-{2-chloro-3-[5-(2-chloro-4-pyrimidinyl)-2-(tetrahydro-2H-pyran-4-yl)-1,3-thiazol-4-yl]phenyl}-2,6-difluorobenzenesulfonamide), C(=O)[O-].[NH4+] (ammonium formate). Reagents/catalysts: [OH-].[OH-].[Pd+2] (palladium hydroxide on carbon). Run in CCOC(=O)C (EtOAc), CO (MeOH). Conditions: temperature 60 celsius. Yields the product ClC1=C(C=CC=C1C=1N=C(SC1C1=NC=NC=C1)C1CCOCC1)NS(=O)(=O)C1=C(C=CC=C1F)F (N-{2-Chloro-3-[5-(4-pyrimidinyl)-2-(tetrahydro-2H-pyran-4-yl)-1,3-thiazol-4-yl]phenyl}-2,6-difluorobenzenesulfonamide). The yield is 40.6%. RXN SMILES: [Cl:1][C:2]1[C:7]([C:8]2[N:9]=[C:10]([CH:20]3[CH2:25][CH2:24][O:23][CH2:22][CH2:21]3)[S:11][C:12]=2[C:13]2[CH:18]=[CH:17][N:16]=[C:15](Cl)[N:14]=2)=[CH:6][CH:5]=[CH:4][C:3]=1[NH:26][S:27]([C:30]1[C:35]([F:36])=[CH:34][CH:33]=[CH:32][C:31]=1[F:37])(=[O:29])=[O:28].C([O-])=O.[NH4+]>CCOC(C)=O.CO.[OH-].[OH-].[Pd+2]>[Cl:1][C:2]1[C:7]([C:8]2[N:9]=[C:10]([CH:20]3[CH2:25][CH2:24][O:23][CH2:22][CH2:21]3)[S:11][C:12]=2[C:13]2[CH:18]=[CH:17][N:16]=[CH:15][N:14]=2)=[CH:6][CH:5]=[CH:4][C:3]=1[NH:26][S:27]([C:30]1[C:35]([F:36])=[CH:34][CH:33]=[CH:32][C:31]=1[F:37])(=[O:28])=[O:29] |f:1.2,5.6.7|. Procedure: To a solution of N-{2-chloro-3-[5-(2-chloro-4-pyrimidinyl)-2-(tetrahydro-2H-pyran-4-yl)-1,3-thiazol-4-yl]phenyl}-2,6-difluorobenzenesulfonamide (0.15 g, 0.26 mmol) and ammonium formate (0.17 g, 2.6 mmol) in EtOAc (7 mL) and MeOH (7 mL) was added 20% palladium hydroxide on carbon (0.17 g, 0.24 mmol). The reaction mixture was heated to 60° C. for 2 h. The palladium was filtered off using a nylon membrane. The filtrate was concentrated under vacuum to a crude yellow solid. The residue was purified ... The reactants are C1(CC1)CNCCC (N-cyclopropylmethylpropylamine), solution, C[Al](C)C (trimethylaluminum), C(C)OC(=O)C1=C(N=C2N1C=C(N2C2=C(C=C(C=C2C)C)C)Cl)C(F)(F)F (6-chloro-2-trifluoromethyl-7-(2,4,6-trimethyl-phenyl)-7H-imidazo[1,2-a]imidazole-3-carboxylic acid ethyl ester), [C@@H]([C@H](C(=O)[O-])O)(C(=O)[O-])O.[Na+].[K+] (Rochelle's salt). Run in C1(=CC=CC=C1)C (toluene), C1(=CC=CC=C1)C (toluene), C1(=CC=CC=C1)C (toluene). Conditions: time 1 hour. Yields the product C1(CC1)CN(C(=O)C1=C(N=C2N1C=C(N2C2=C(C=C(C=C2C)C)C)Cl)C(F)(F)F)CCC (6-Chloro-2-trifluoromethyl-7-(2,4,6-trimethyl-phenyl)-7H-imidazo[1,2-a]imidazole-3-carboxylic acid cyclopropylmethyl-propyl-amide). Reaction SMILES: [CH:1]1([CH2:4][NH:5][CH2:6][CH2:7][CH3:8])[CH2:3][CH2:2]1.C[Al](C)C.C([O:15][C:16]([C:18]1[N:22]2[CH:23]=[C:24]([Cl:35])[N:25]([C:26]3[C:31]([CH3:32])=[CH:30][C:29]([CH3:33])=[CH:28][C:27]=3[CH3:34])[C:21]2=[N:20][C:19]=1[C:36]([F:39])([F:38])[F:37])=O)C.[C@H](O)(C([O-])=O)[C@@H](O)C([O-])=O.[Na+].[K+]>C1(C)C=CC=CC=1>[CH:1]1([CH2:4][N:5]([CH2:6][CH2:7][CH3:8])[C:16]([C:18]2[N:22]3[CH:23]=[C:24]([Cl:35])[N:25]([C:26]4[C:27]([CH3:34])=[CH:28][C:29]([CH3:33])=[CH:30][C:31]=4[CH3:32])[C:21]3=[N:20][C:19]=2[C:36]([F:38])([F:37])[F:39])=[O:15])[CH2:3][CH2:2]1 |f:3.4.5|. Reported procedure: To a solution of N-cyclopropylmethylpropylamine (0.22 mL, 1.530 mmol) in toluene (1.5 mL) at 0° C. was added 2.0M solution of trimethylaluminum in toluene (0.77 mL, 1.530 mmol). The clear solution was warmed to room temperature and stirred for 1 h. A solution of 6-chloro-2-trifluoromethyl-7-(2,4,6-trimethyl-phenyl)-7H-imidazo[1,2-a]imidazole-3-carboxylic acid ethyl ester (37.7 mg, 0.094 mmol) in toluene (1.0 mL) was added at 0° C. via cannula. The reaction mixture was heated at 80° C. for 2 h. A... Reactants: CCO, CON=C(C)C(C)=O, NN, O. Yields the product CON=C(C)C(C)=NN. Reaction SMILES: [CH3:12][CH2:13][OH:14].[CH3:1][O:2][N:3]=[C:4]([CH3:5])[C:6]([CH3:7])=[O:8].[NH2:10][NH2:11].[OH2:9]>>[CH3:1][O:2][N:3]=[C:4]([CH3:5])[C:6]([CH3:7])=[N:10][NH2:11]. RXN SMILES: [Br:18][CH2:19][C:20](=[O:21])[O:22][CH3:23].[CH3:30][C:31]#[N:32].[Cl:1][c:2]1[c:3](-[n:8]2[n:9][c:10]([C:14]([F:15])([F:16])[F:17])[cH:11][c:12]2[OH:13])[cH:4][cH:5][cH:6][cH:7]1.[K+:24].[K+:25].[O-:26][C:27]([O-:28])=[O:29]>>[Cl:1][c:2]1[c:3](-[n:8]2[n:9][c:10]([C:14]([F:15])([F:16])[F:17])[cH:11][c:12]2[O:13][CH2:19][C:20](=[O:21])[O:22][CH3:23])[cH:4][cH:5][cH:6][cH:7]1. Product: COC(=O)COc1cc(C(F)(F)F)nn1-c1ccccc1Cl. The reactants are COC(=O)CBr, CC#N, Oc1cc(C(F)(F)F)nn1-c1ccccc1Cl, [K+], [K+], O=C([O-])[O-].